The task is: describe an organic reaction: reactants, conditions, products, and yield. This data is from the Open Reaction Database (ORD), a public repository of structured organic reaction records. The reactants are BrC=1N=C2C(=NC1)N(C=C2C(C(C)(C)C)=O)COCC[Si](C)(C)C (1-[2-bromo-5-(2-trimethylsilanyl-ethoxymethyl)-5H-pyrrolo[2,3-b]pyrazin-7-yl]-2,2-dimethyl-propan-1-one), C([O-])([O-])=O.[K+].[K+] (potassium carbonate), N1[C@H](C(=O)O)CCC1 (proline), NC1=CC=CC=C1 (aniline). Reagents/catalysts: [Cu]I (copper (I) iodide). Run in CS(=O)C (dimethylsulfoxide). Reaction conditions: temperature 90 celsius, time 5 day. Product: EtOAc hexanes, CC(C(=O)C1=CN(C2=NC=C(N=C21)NC2=CC=CC=C2)COCC[Si](C)(C)C)(C)C (2,2-dimethyl-1-[2-phenylamino-5-(2-trimethylsilanyl-ethoxymethyl)-5H-pyrrolo[2,3-b]pyrazin-7-yl]-propan-1-one). Isolated yield 48.0%. Reaction SMILES: Br[C:2]1[N:3]=[C:4]2[C:10]([C:11](=[O:16])[C:12]([CH3:15])([CH3:14])[CH3:13])=[CH:9][N:8]([CH2:17][O:18][CH2:19][CH2:20][Si:21]([CH3:24])([CH3:23])[CH3:22])[C:5]2=[N:6][CH:7]=1.C(=O)([O-])[O-].[K+].[K+].N1CCC[C@H]1C(O)=O.[NH2:39][C:40]1[CH:45]=[CH:44][CH:43]=[CH:42][CH:41]=1>CS(C)=O.[Cu]I>[CH3:13][C:12]([CH3:15])([CH3:14])[C:11]([C:10]1[C:4]2[C:5](=[N:6][CH:7]=[C:2]([NH:39][C:40]3[CH:45]=[CH:44][CH:43]=[CH:42][CH:41]=3)[N:3]=2)[N:8]([CH2:17][O:18][CH2:19][CH2:20][Si:21]([CH3:24])([CH3:23])[CH3:22])[CH:9]=1)=[O:16] |f:1.2.3|. Procedure details: A mixture of 1-[2-bromo-5-(2-trimethylsilanyl-ethoxymethyl)-5H-pyrrolo[2,3-b]pyrazin-7-yl]-2,2-dimethyl-propan-1-one (0.206 g, 0.50 mmol), potassium carbonate (0.152 g, 1.10 mmol), copper (I) iodide (0.014 g, 0.075 mmol), proline (0.017 g, 0.15 mmol) and aniline (0.46 mL, 5 mmol) in 1 mL of dimethylsulfoxide was stirred at 90° C. for 5 d, then allowed to cool. The mixture was partitioned between 50 mL of ethyl acetate and 30 mL of water, and the organic layer was washed with 30 mL of a sat. aq. ... Reactants: C(C)(=O)O (acetic acid), C1(CC1)N1C=C(C(C2=CC(=C(C(=C12)F)F)F)=O)C(=O)O (1-cyclopropyl-6,7,8-trifluoro-1,4-dihydro-4-oxo-3-quinolinecarboxylic acid), 3-methylamino-4-methylene-1-pyrrolidine dihydrochloride, C1CCC2=NCCCN2CC1 (DBU). The solvent is C(C)#N (acetonitrile). The product is C1(CC1)N1C=C(C(C2=CC(=C(C(=C12)F)N1CC(C(C1)=C)NC)F)=O)C(=O)O (1-Cyclopropyl-6,8-difluoro-7-(3-methylamino-4-methylenepyrrolidin-1-yl)-1,4-dihydro-4-oxo-3-quinolinecarboxylic acid). The yield is 82.0%. RXN SMILES: [CH:1]1([N:4]2[C:13]3[C:8](=[CH:9][C:10]([F:16])=[C:11](F)[C:12]=3[F:14])[C:7](=[O:17])[C:6]([C:18]([OH:20])=[O:19])=[CH:5]2)[CH2:3][CH2:2]1.C1C[CH2:30][N:29]2[C:24](=[N:25][CH2:26][CH2:27][CH2:28]2)CC1.[C:32](O)(=O)C>C(#N)C>[CH:1]1([N:4]2[C:13]3[C:8](=[CH:9][C:10]([F:16])=[C:11]([N:25]4[CH2:26][C:27](=[CH2:32])[CH:28]([NH:29][CH3:30])[CH2:24]4)[C:12]=3[F:14])[C:7](=[O:17])[C:6]([C:18]([OH:20])=[O:19])=[CH:5]2)[CH2:3][CH2:2]1. Reported procedure: A solution of 350 mg (1.24 mmol) of 1-cyclopropyl-6,7,8-trifluoro-1,4-dihydro-4-oxo-3-quinolinecarboxylic acid (II-1), 424 mg (2.48 mmol) of 3-methylamino-4-methylene-1-pyrrolidine dihydrochloride, and 754 mg of DBU in 15 ml of acetonitrile is refluxed for 2 hours. After cooling, the reaction mixture is neutralized with acetic acid. The resulting crystals are collected by filtration, washed with acetonitrile, and dried to give 368 mg (Yield: 82%) of the objective compound (I-5). mp. 239°-243° C. Starting materials: [N+](=O)([O-])C=1C=C(C#N)C=CC1NC(C)=O (3-nitro-4-acetamidobenzonitrile), [N-]=[N+]=[N-].[Na+] (sodium azide), [Cl-].[NH4+] (ammonium chloride). The solvent is CN(C=O)C (dimethylformamide). Yields the product [N+](=O)([O-])C=1C=C(C=CC1NC(C)=O)C1=NN=NN1 (5-(3-nitro-4-acetamidophenyl)tetrazole). Reaction SMILES: [N+:1]([C:4]1[CH:5]=[C:6]([CH:9]=[CH:10][C:11]=1[NH:12][C:13](=[O:15])[CH3:14])[C:7]#[N:8])([O-:3])=[O:2].[N-:16]=[N+:17]=[N-:18].[Na+].[Cl-].[NH4+]>CN(C)C=O>[N+:1]([C:4]1[CH:5]=[C:6]([C:7]2[NH:18][N:17]=[N:16][N:8]=2)[CH:9]=[CH:10][C:11]=1[NH:12][C:13](=[O:15])[CH3:14])([O-:3])=[O:2] |f:1.2,3.4|. Procedure: The sulfonylbenzimidazole compounds wherein R3 is a heterocyclic moiety such as 1,3-dithiane, 1,3-dithiolane, oxadiazole or tetrazole can be prepared by the following methods. The following embodiment illustrates in principle the preparation of the 5(6)-(1-alkyltetrazol-5-yl) sulfonylbenzimidazole compounds of the invention. The process begins by preparing the desired 2-substituted-5(6)-(1-alkyltetrazol-5-yl)benzimidazole reactant as illustrated by the following example. 4-Aminobenzonitrile is a... The reactants are solution, Cl (hydrogen chloride), COC=1C=C(C=CC1OC)C(C#N)(CCCN1CC2=CC(=C(C=C2CC1)OC)OC)SC1=CC=C(C=C1)C (α-(3,4-dimethoxyphenyl)-3,4-dihydro-6,7-dimethoxy-α-[(4-methylphenyl)thio]-2(1H)-isoquinolinepentanenitrile), C(C)OCC (diethyl ether). The solvent is C(C)O (ethyl alcohol). Conditions: time 15 hour. The product is Cl.COC=1C=C(C=CC1OC)C1=C(C=CC=C1)C(C#N)(CCCN1CC2=CC(=C(C=C2CC1)OC)OC)SC1=CC=C(C=C1)C (α-(3,4-Dimethoxyphenyphenyl)-3,4-dihydro-6,7-dimethoxy-α-[(4-methylphenyl)thio]-2(1H)-isoquinolinepentanenitrile monohydrochloride). RXN SMILES: CO[C:3]1[CH:4]=[C:5]([C:11]([S:31][C:32]2[CH:37]=[CH:36][C:35]([CH3:38])=[CH:34][CH:33]=2)([CH2:14][CH2:15][CH2:16][N:17]2[CH2:26][CH2:25][C:24]3[C:19](=[CH:20][C:21]([O:29][CH3:30])=[C:22]([O:27][CH3:28])[CH:23]=3)[CH2:18]2)[C:12]#[N:13])[CH:6]=[CH:7][C:8]=1OC.[ClH:39].[CH2:40]([O:42][CH2:43][CH3:44])C>C(O)C>[ClH:39].[CH3:40][O:42][C:43]1[CH:44]=[C:19]([C:6]2[CH:7]=[CH:8][CH:3]=[CH:4][C:5]=2[C:11]([S:31][C:32]2[CH:33]=[CH:34][C:35]([CH3:38])=[CH:36][CH:37]=2)([CH2:14][CH2:15][CH2:16][N:17]2[CH2:26][CH2:25][C:24]3[C:19](=[CH:20][C:21]([O:29][CH3:30])=[C:22]([O:27][CH3:28])[CH:23]=3)[CH2:18]2)[C:12]#[N:13])[CH:20]=[CH:21][C:22]=1[O:27][CH3:28] |f:4.5|. Procedure: To a solution of 1.43 g of α-(3,4-dimethoxyphenyl)-3,4-dihydro-6,7-dimethoxy-α-[(4-methylphenyl)thio]-2(1H)-isoquinolinepentanenitrile in 40 mL of diethyl ether, with stirring, is added 0.617 mL of a 4.71M solution of hydrogen chloride in absolute ethyl alcohol. The reaction mixture is then stirred for 15 hours while sealed. The title product is then collected by filtration, washed with ether, and dried under vacuum to give 1.32 g of the desired product as pink crystals. Starting materials: O=C([O-])O, CC#N, Cn1c(=O)cc(CCCl)c2cc(F)ccc21, c1cc2sccc2c(N2CCNCC2)n1, [Na+]. Yields the product Cn1c(=O)cc(CCN2CCN(c3nccc4sccc34)CC2)c2cc(F)ccc21, Cl. Reaction SMILES: [C:32](=[O:33])([O-:34])[OH:35].[CH3:37][C:38]#[N:39].[Cl:1][CH2:2][CH2:3][c:4]1[cH:5][c:6](=[O:16])[n:7]([CH3:15])[c:8]2[cH:9][cH:10][c:11]([F:14])[cH:12][c:13]12.[N:17]1([c:23]2[n:24][cH:25][cH:26][c:27]3[c:28]2[cH:29][cH:30][s:31]3)[CH2:18][CH2:19][NH:20][CH2:21][CH2:22]1.[Na+:36]>>[CH2:2]([CH2:3][c:4]1[cH:5][c:6](=[O:16])[n:7]([CH3:15])[c:8]2[cH:9][cH:10][c:11]([F:14])[cH:12][c:13]12)[N:20]1[CH2:19][CH2:18][N:17]([c:23]2[n:24][cH:25][cH:26][c:27]3[c:28]2[cH:29][cH:30][s:31]3)[CH2:22][CH2:21]1.[ClH:1]. The reactants are C(CCCCCCCCCCCCCCCCC)[Mg]Br (octadecylmagnesium bromide), II (iodine), [Mg] (magnesium), C[Si](C1=CC(=CO1)C=O)(C)C (5-trimethylsilyl-3-furaldehyde), solution, BrCCCCCCCCCCCCCCCCCC (1-bromooctadecane). Run in O1CCCC1 (tetrahydrofuran), C(C)OCC (ethyl ether), C(C)OCC (ethyl ether). Reaction conditions: time 30 minute. The product is OC(CCCCCCCCCCCCCCCCCC)C=1C=C(OC1)[Si](C)(C)C (4-(1-Hydroxynonadecyl)-2-trimethylsilylfuran). Reaction SMILES: [CH2:1]([Mg]Br)[CH2:2][CH2:3][CH2:4][CH2:5][CH2:6][CH2:7][CH2:8][CH2:9][CH2:10][CH2:11][CH2:12][CH2:13][CH2:14][CH2:15][CH2:16][CH2:17][CH3:18].BrCCCCCCCCCCCCCCCCCC.[Mg].II.[CH3:43][Si:44]([CH3:53])([CH3:52])[C:45]1[O:49][CH:48]=[C:47]([CH:50]=[O:51])[CH:46]=1>C(OCC)C.O1CCCC1>[OH:51][CH:50]([C:47]1[CH:46]=[C:45]([Si:44]([CH3:53])([CH3:52])[CH3:43])[O:49][CH:48]=1)[CH2:18][CH2:17][CH2:16][CH2:15][CH2:14][CH2:13][CH2:12][CH2:11][CH2:10][CH2:9][CH2:8][CH2:7][CH2:6][CH2:5][CH2:4][CH2:3][CH2:2][CH3:1]. Procedure details: To a stirred solution of octadecylmagnesium bromide (10.2 ml of a 0.34M solution in ethyl ether, 3.46 mmol, generated from 1-bromooctadecane and magnesium using iodine as an initiator) at 0° under argon, was added dropwise 5-trimethylsilyl-3-furaldehyde (0.265 g., 1.57 mmol) in 2 ml tetrahydrofuran. This solution was allowed to warm to room temperature, stirred for 30 minutes, and quenched with a 5% ammonium chloride solution. The resulting mixture was partitioned between ethyl ether and 5% sodi...